This data is from the Open Reaction Database (ORD), a public repository of structured organic reaction records. The task is: describe an organic reaction: reactants, conditions, products, and yield The reactants are Br, CC(=O)O, CSc1nc(-c2ccc3ccc(-c4ccccc4)nc3c2F)c2c(N)nccn12. Product: Nc1nccn2c(S)nc(-c3ccc4ccc(-c5ccccc5)nc4c3F)c12. RXN SMILES: [BrH:34].[C:30]([OH:31])(=[O:32])[CH3:33].[F:1][c:2]1[c:3](-[c:18]2[n:19][c:20]([S:28][CH3:29])[n:21]3[c:22]2[c:23]([NH2:27])[n:24][cH:25][cH:26]3)[cH:4][cH:5][c:6]2[cH:7][cH:8][c:9](-[c:12]3[cH:13][cH:14][cH:15][cH:16][cH:17]3)[n:10][c:11]12>>[F:1][c:2]1[c:3](-[c:18]2[n:19][c:20]([SH:28])[n:21]3[c:22]2[c:23]([NH2:27])[n:24][cH:25][cH:26]3)[cH:4][cH:5][c:6]2[cH:7][cH:8][c:9](-[c:12]3[cH:13][cH:14][cH:15][cH:16][cH:17]3)[n:10][c:11]12. Starting materials: N1C=CC2=CC(=CC=C12)C=O (1H-indole-5-carbaldehyde), ClN1C(CCC1=O)=O (N-chlorosuccinimide). Run in C(Cl)Cl (DCM). Run at time 4 hour. The product is ClC1=CNC2=CC=C(C=C12)C=O (3-Chloro-1H-indole-5-carbaldehyde). Yield: 105.6%. RXN SMILES: [NH:1]1[C:9]2[C:4](=[CH:5][C:6]([CH:10]=[O:11])=[CH:7][CH:8]=2)[CH:3]=[CH:2]1.[Cl:12]N1C(=O)CCC1=O>C(Cl)Cl>[Cl:12][C:3]1[C:4]2[C:9](=[CH:8][CH:7]=[C:6]([CH:10]=[O:11])[CH:5]=2)[NH:1][CH:2]=1. Procedure details: To a stirred solution of 1H-indole-5-carbaldehyde (0.50 g, 3.44 mmol) in DCM (25 mL) was added N-chlorosuccinimide (0.44 g, 3.27 mmol). After 4 h, the mixture was washed with water (50 mL) and the organic layer was dried and concentrated to obtain the crude residue (0.62 g), which was used without purification. 1H NMR (CDCl3): 10.04 (s, 1H), 8.17-8.15 (m, 1H), 7.79 (dd, J=8.6, 1.5 Hz, 1H), 7.46 (d, J=8.6 Hz, 1), 7.29-7.28 (m,1H). The reactants are FC1=CC(=C(C=O)C=C1)C (4-fluoro-2-methylbenzaldehyde), [Cl-].[Al+3].[Cl-].[Cl-] (aluminum chloride), FC=1C=C(C=CC1)C (3-fluorotoluene), stainless steel. Reagents/catalysts: Cl (HCl). Run in Parr®-brand 4522. Reaction conditions: temperature 60 celsius. The product is FC1=C(C=O)C=CC(=C1)C (2-fluoro-4-methylbenzaldehyde). The yield is 76.2%. Reaction SMILES: [Cl-].[Al+3].[Cl-].[Cl-].[F:5][C:6]1[CH:7]=[C:8]([CH3:12])[CH:9]=[CH:10][CH:11]=1.FC1C=CC([CH:18]=[O:19])=C(C)C=1>Cl>[F:5][C:6]1[CH:7]=[C:8]([CH3:12])[CH:9]=[CH:10][C:11]=1[CH:18]=[O:19] |f:0.1.2.3|. Procedure: 100.89 g of aluminum chloride (mol. Wt. 133.34; 756.6 mmol) and about 503.54 g of 3-fluorotoluene (mol. Wt. 110.13; 4,572 mmol) were charged to a 2 liter Parr®-brand 4522 stainless steel reaction vessel. To this mixture was added 5 drops of concentrated HCl. The vessel was sealed, heated to 60° C., and purged three times with carbon monoxide with the pressure of the vessel increased to 200 psi for each purging. After the third purge, the vessel was vented and a final introduction of CO was made ... Reactants: CC(=O)O[BH-](OC(C)=O)OC(C)=O, COc1ccc(C=O)cc1OC, CC(=O)O, COc1ccc(C(=O)Nc2ccccc2)cc1N, [Na+]. Reaction SMILES: [C:35]([O:36][BH-:37]([O:38][C:39](=[O:40])[CH3:41])[O:42][C:43](=[O:44])[CH3:45])(=[O:46])[CH3:47].[CH3:1][O:2][c:3]1[cH:4][cH:5][c:6]([CH:7]=[O:8])[cH:9][c:10]1[O:11][CH3:12].[CH3:31][C:32](=[O:33])[OH:34].[NH2:13][c:14]1[cH:15][c:16]([C:17](=[O:18])[NH:19][c:20]2[cH:21][cH:22][cH:23][cH:24][cH:25]2)[cH:26][cH:27][c:28]1[O:29][CH3:30].[Na+:48]>>[CH3:1][O:2][c:3]1[cH:4][cH:5][c:6]([CH2:7][NH:13][c:14]2[cH:15][c:16]([C:17](=[O:18])[NH:19][c:20]3[cH:21][cH:22][cH:23][cH:24][cH:25]3)[cH:26][cH:27][c:28]2[O:29][CH3:30])[cH:9][c:10]1[O:11][CH3:12]. The product is COc1ccc(C(=O)Nc2ccccc2)cc1NCc1ccc(OC)c(OC)c1. Reactants: C(CO)NCCO (N,N-Diethanolamine), [OH-].[Na+] (sodium hydroxide), BrCCCCCCBr (1,6-Dibromohexane). Run in CO (methanol). Conditions: temperature 57.5 celsius, time 4 hour. Yields the product OCCN(CCCCCCN(CCO)CCO)CCO (N,N,N′,N′-tetra(2-hydroxyethyl)hexylenediamine). RXN SMILES: [CH2:1]([NH:4][CH2:5][CH2:6][OH:7])[CH2:2][OH:3].Br[CH2:9][CH2:10][CH2:11][CH2:12][CH2:13][CH2:14]Br.[OH-:16].[Na+]>CO>[OH:3][CH2:2][CH2:1][N:4]([CH2:5][CH2:6][OH:7])[CH2:9][CH2:10][CH2:11][CH2:12][CH2:13][CH2:14][N:4]([CH2:1][CH2:2][OH:3])[CH2:5][CH2:6][OH:16] |f:2.3|. Procedure details: N,N-Diethanolamine (1331.3 g, 11.36 mol) is placed in a 5000 ml three-necked round bottomed flask fitted with a condenser, addition funnel, internal thermometer, mechanical stirrer and argon inlet. 1,6-Dibromohexane (1386 g, 5.68 mol) is added via the addition funnel slowly to keep the reaction temperature below 60° C. After addition is completed the mixture is heated to 55-60° C. for 18 h. The reaction mixture is poured into a 6 L Erlenmeyer flask containing a solution of methanol (1.5 L) and s... Starting materials: CC(CN[C@@H](C(=O)NN1C[C@H](CC1)N(C(C(C)C)=O)C1CCCCC1)CC1=CC=C(C=C1)Cl)NC(=O)OC(C)(C)C ((2R)-2-{methyl[2-(BOC)aminoethyl]}amino-N-{(3S)-3-[cyclohexyl(isobutyryl)amino]pyrrolidine-1-yl}-3-(4-chlorophenyl)propionamide), CI (methyliodide). Yields the product CC(CN[C@@H](C(=O)NN1C[C@H](CC1)N(C(C(C)C)=O)C1CCCCC1)CC1=CC=C(C=C1)Cl)N(C(=O)OC(C)(C)C)C ((2R)-2-{methyl[2-(methyl(BOC)amino)ethyl]}amino-N-{(3S)-3-[cyclohexyl(isobutyryl)amino]pyrrolidine-1-yl}-3-(4-chlorophenyl)propionamide). Reaction SMILES: [CH3:1][CH:2]([NH:34][C:35]([O:37][C:38]([CH3:41])([CH3:40])[CH3:39])=[O:36])[CH2:3][NH:4][C@H:5]([CH2:26][C:27]1[CH:32]=[CH:31][C:30]([Cl:33])=[CH:29][CH:28]=1)[C:6]([NH:8][N:9]1[CH2:13][CH2:12][C@H:11]([N:14]([CH:20]2[CH2:25][CH2:24][CH2:23][CH2:22][CH2:21]2)[C:15](=[O:19])[CH:16]([CH3:18])[CH3:17])[CH2:10]1)=[O:7].[CH3:42]I>>[CH3:1][CH:2]([N:34]([CH3:42])[C:35]([O:37][C:38]([CH3:41])([CH3:40])[CH3:39])=[O:36])[CH2:3][NH:4][C@H:5]([CH2:26][C:27]1[CH:32]=[CH:31][C:30]([Cl:33])=[CH:29][CH:28]=1)[C:6]([NH:8][N:9]1[CH2:13][CH2:12][C@H:11]([N:14]([CH:20]2[CH2:25][CH2:24][CH2:23][CH2:22][CH2:21]2)[C:15](=[O:19])[CH:16]([CH3:17])[CH3:18])[CH2:10]1)=[O:7]. Procedure details: The title compound was prepared following the procedure described in Step A of Example 128 using (2R)-2-{methyl[2-(BOC)aminoethyl]}amino-N-{(3S)-3-[cyclohexyl(isobutyryl)amino]pyrrolidine-1-yl}-3-(4-chlorophenyl)propionamide prepared in the above Step A and methyliodide.